Task: describe an organic reaction: reactants, conditions, products, and yield. Dataset: the Open Reaction Database (ORD), a public repository of structured organic reaction records The reactants are ClC1=CC=C(C=C1)C(C=1C=C2C(=CC(NC2=CC1)=O)NC1=CC=C(OCC(=O)OC(C)(C)C)C=C1)C1=CC=C(C=C1)Cl (tert-butyl 2-[4-([6-[bis(4-chlorophenyl)methyl]-2-oxo-1,2-dihydroquinolin-4-yl]amino)phenoxy]acetate), FC(C(=O)O)(F)F (trifluoroacetic acid). Run in ClCCl (dichloromethane). Run at time 3 hour. Yields the product ClC1=CC=C(C=C1)C(C=1C=C2C(=CC(NC2=CC1)=O)NC1=CC=C(OCC(=O)O)C=C1)C1=CC=C(C=C1)Cl (2-[4-([6-[bis(4-chlorophenyl)methyl]-2-oxo-1,2-dihydroquinolin-4-yl]amino)phenoxy]acetic acid). RXN SMILES: [Cl:1][C:2]1[CH:7]=[CH:6][C:5]([CH:8]([C:36]2[CH:41]=[CH:40][C:39]([Cl:42])=[CH:38][CH:37]=2)[C:9]2[CH:10]=[C:11]3[C:16](=[CH:17][CH:18]=2)[NH:15][C:14](=[O:19])[CH:13]=[C:12]3[NH:20][C:21]2[CH:35]=[CH:34][C:24]([O:25][CH2:26][C:27]([O:29]C(C)(C)C)=[O:28])=[CH:23][CH:22]=2)=[CH:4][CH:3]=1.FC(F)(F)C(O)=O>ClCCl>[Cl:42][C:39]1[CH:38]=[CH:37][C:36]([CH:8]([C:5]2[CH:4]=[CH:3][C:2]([Cl:1])=[CH:7][CH:6]=2)[C:9]2[CH:10]=[C:11]3[C:16](=[CH:17][CH:18]=2)[NH:15][C:14](=[O:19])[CH:13]=[C:12]3[NH:20][C:21]2[CH:35]=[CH:34][C:24]([O:25][CH2:26][C:27]([OH:29])=[O:28])=[CH:23][CH:22]=2)=[CH:41][CH:40]=1. Reported procedure: Into a 100-mL round-bottom flask, was placed tert-butyl 2-[4-([6-[bis(4-chlorophenyl)methyl]-2-oxo-1,2-dihydroquinolin-4-yl]amino)phenoxy]acetate (200 mg, 0.33 mmol, 1.00 equip, 98%), trifluoroacetic acid (379 mg, 3.32 mmol, 10.00 equip), and dichloromethane (20 mL). The resulting solution was stirred for 3 h at room temperature. The resulting mixture was concentrated under vacuum. The resulting residue was purified by re-crystallization from methanol to yield 2-[4-([6-[bis(4-chlorophenyl)methyl... The reactants are O=C([O-])[O-], [K+], [K+], O, NC(=O)Cc1ccccc1. The product is O=C1Cc2ccccc2CN1. Reaction SMILES: [C:11](=[O:12])([O-:13])[O-:14].[K+:15].[K+:16].[OH2:17].[c:1]1([CH2:7][C:8](=[O:9])[NH2:10])[cH:2][cH:3][cH:4][cH:5][cH:6]1>>[c:1]12[cH:2][cH:3][cH:4][cH:5][c:6]1[CH2:11][NH:10][C:8](=[O:9])[CH2:7]2. Yields the product c1ccc(CCCCOCC(COCc2ccc(-c3nc4ccccc4o3)cc2)NC(c2ccccc2)(c2ccccc2)c2ccccc2)cc1. Reaction SMILES: [C:1]([c:2]1[cH:3][cH:4][cH:5][cH:6][cH:7]1)([c:8]1[cH:9][cH:10][cH:11][cH:12][cH:13]1)([c:14]1[cH:15][cH:16][cH:17][cH:18][cH:19]1)[NH:20][CH:21]([CH2:22][O:23][CH2:24][c:25]1[cH:26][cH:27][c:28](-[c:31]2[o:32][c:33]3[c:34]([n:35]2)[cH:36][cH:37][cH:38][cH:39]3)[cH:29][cH:30]1)[CH2:40][OH:41].[CH2:54]1[O:55][CH2:56][CH2:57][CH2:58]1.[KH:42].[c:43]1([CH2:49][CH2:50][CH2:51][CH2:52][I:53])[cH:44][cH:45][cH:46][cH:47][cH:48]1>>[C:1]([c:2]1[cH:3][cH:4][cH:5][cH:6][cH:7]1)([c:8]1[cH:9][cH:10][cH:11][cH:12][cH:13]1)([c:14]1[cH:15][cH:16][cH:17][cH:18][cH:19]1)[NH:20][CH:21]([CH2:22][O:23][CH2:24][c:25]1[cH:26][cH:27][c:28](-[c:31]2[o:32][c:33]3[c:34]([n:35]2)[cH:36][cH:37][cH:38][cH:39]3)[cH:29][cH:30]1)[CH2:40][O:41][CH2:52][CH2:51][CH2:50][CH2:49][c:43]1[cH:44][cH:45][cH:46][cH:47][cH:48]1. The reactants are OCC(COCc1ccc(-c2nc3ccccc3o2)cc1)NC(c1ccccc1)(c1ccccc1)c1ccccc1, C1CCOC1, [KH], ICCCCc1ccccc1. The reactants are Cc1noc(-c2sc(NC(=O)OC(C)(C)C)nc2-c2ccccc2)n1, CC(=O)O, O=C(O)C(F)(F)F, N. Product: Cc1noc(-c2sc(N)nc2-c2ccccc2)n1. Reaction SMILES: [C:1]([O:2][C:3](=[O:4])[NH:7][c:8]1[s:9][c:10](-[c:19]2[n:20][c:21]([CH3:24])[n:22][o:23]2)[c:11](-[c:13]2[cH:14][cH:15][cH:16][cH:17][cH:18]2)[n:12]1)([CH3:5])([CH3:6])[CH3:25].[CH3:34][C:35](=[O:36])[OH:37].[F:26][C:27]([F:28])([F:29])[C:30]([OH:31])=[O:32].[NH3:33]>>[NH2:7][c:8]1[s:9][c:10](-[c:19]2[n:20][c:21]([CH3:24])[n:22][o:23]2)[c:11](-[c:13]2[cH:14][cH:15][cH:16][cH:17][cH:18]2)[n:12]1.